From a dataset of the Open Reaction Database (ORD), a public repository of structured organic reaction records. describe an organic reaction: reactants, conditions, products, and yield As a reaction SMILES: [CH2:25]1[O:26][CH2:27][CH2:28][CH2:29]1.[CH3:22][NH:23][CH3:24].[Cl:1][C:2]1=[CH:3][C:4](=[N:13][S:14](=[O:15])(=[O:16])[c:17]2[s:18][cH:19][cH:20][cH:21]2)[c:5]2[cH:6][cH:7][cH:8][cH:9][c:10]2[C:11]1=[O:12]>>[C:2]1([N:23]([CH3:22])[CH3:24])=[CH:3][C:4](=[N:13][S:14](=[O:15])(=[O:16])[c:17]2[s:18][cH:19][cH:20][cH:21]2)[c:5]2[cH:6][cH:7][cH:8][cH:9][c:10]2[C:11]1=[O:12]. The product is CN(C)C1=CC(=NS(=O)(=O)c2cccs2)c2ccccc2C1=O. Reactants: C1CCOC1, CNC, O=C1C(Cl)=CC(=NS(=O)(=O)c2cccs2)c2ccccc21. Starting materials: CC(C)(C)[Si](OC[C@@H]1C2(CO2)[C@H]1CO[Si](C)(C)C(C)(C)C)(C)C ([4R,5R]-4,5-bis(((1,1-dimethylethyl)-dimethylsilyl)oxymethyl)-1-oxaspiro[2,2]pentane), [I-].[Li+] (lithium iodide). Solvent: C(Cl)Cl (methylene chloride), C(Cl)Cl (methylene chloride). Run at temperature 0 celsius, time 1 hour. The product is CC(C)(C)[Si](OC[C@@H]1C(C[C@H]1CO[Si](C)(C)C(C)(C)C)=O)(C)C ([ 2R,3R]-2,3-Bis(((1,1-dimethylethyl)dimethylsilyl)oxymethyl)-cyclobutanone). As a reaction SMILES: [CH3:1][C:2]([Si:5]([CH3:23])([CH3:22])[O:6][CH2:7][C@H:8]1[C@H:12]([CH2:13][O:14][Si:15]([C:18]([CH3:21])([CH3:20])[CH3:19])([CH3:17])[CH3:16])[C:9]21[O:11][CH2:10]2)([CH3:4])[CH3:3].[I-].[Li+]>C(Cl)Cl>[CH3:4][C:2]([Si:5]([CH3:22])([CH3:23])[O:6][CH2:7][C@H:8]1[C@H:12]([CH2:13][O:14][Si:15]([C:18]([CH3:20])([CH3:19])[CH3:21])([CH3:16])[CH3:17])[CH2:10][C:9]1=[O:11])([CH3:3])[CH3:1] |f:1.2|. Procedure: A solution of 12.752 g (35.6 mmol) of [4R,5R]-4,5-bis(((1,1-dimethylethyl)-dimethylsilyl)oxymethyl)-1-oxaspiro[2,2]pentane, from Step D, in 50 mL of methylene chloride was added to a solution of 3.814 g (28.5 mmol) of lithium iodide in 200 mL of methylene chloride which had been cooled in an ice bath. After stirring the reaction mixture for 1 h at 0° C., the ice bath was removed and the reaction mixture was stirred for 20 minutes at ambient temperature. The reaction mixture was then washed with ... The reactants are COC=1C=C(C=CC1OC)NC=1C2=C(N=C(N1)C=1C=C(C=CC1)/C(=C/C1=CC=C(C(=O)OC)C=C1)/F)SC=N2 ((Z)-methyl 4-(2-(3-(7-(3,4-dimethoxyphenylamino)thiazolo[5,4-d]pyrimidin-5-yl)phenyl)-2-fluorovinyl)benzoate), [OH-].[Na+] (NaOH), Cl (HCl). Run in O1CCOCC1 (1,4-dioxane), O (H2O). Run at time 8 hour. Product: COC=1C=C(C=CC1OC)NC=1C2=C(N=C(N1)C=1C=C(C=CC1)/C(=C/C1=CC=C(C(=O)O)C=C1)/F)SC=N2 ((Z)-4-(2-(3-(7-(3,4-dimethoxyphenylamino)thiazolo[5,4-d]pyrimidin-5-yl)phenyl)-2-fluorovinyl)benzoic acid). Yield: 52.6%. Reaction SMILES: [CH3:1][O:2][C:3]1[CH:4]=[C:5]([NH:11][C:12]2[C:13]3[N:39]=[CH:38][S:37][C:14]=3[N:15]=[C:16]([C:18]3[CH:19]=[C:20](/[C:24](/[F:36])=[CH:25]/[C:26]4[CH:35]=[CH:34][C:29]([C:30]([O:32]C)=[O:31])=[CH:28][CH:27]=4)[CH:21]=[CH:22][CH:23]=3)[N:17]=2)[CH:6]=[CH:7][C:8]=1[O:9][CH3:10].[OH-].[Na+].Cl>O1CCOCC1.O>[CH3:1][O:2][C:3]1[CH:4]=[C:5]([NH:11][C:12]2[C:13]3[N:39]=[CH:38][S:37][C:14]=3[N:15]=[C:16]([C:18]3[CH:19]=[C:20](/[C:24](/[F:36])=[CH:25]/[C:26]4[CH:35]=[CH:34][C:29]([C:30]([OH:32])=[O:31])=[CH:28][CH:27]=4)[CH:21]=[CH:22][CH:23]=3)[N:17]=2)[CH:6]=[CH:7][C:8]=1[O:9][CH3:10] |f:1.2|. Procedure: To a stirred solution of (Z)-methyl 4-(2-(3-(7-(3,4-dimethoxyphenylamino)thiazolo[5,4-d]pyrimidin-5-yl)phenyl)-2-fluorovinyl)benzoate (50 mg, 0.09 mmol) in 3 mL of 1,4-dioxane and 3 mL of H2O was added NaOH (140 mg, 3.5 mmol) at room temperature. Then the reaction was stirred at room temperature overnight and then treated by conc. HCl until pH=3-4. The solvent was removed under reduce pressure the residue was purified by preparative HPLC (Gemini 5u C18 150×21.2 mm; inject volume: 3 ml/inj, flow ... Starting materials: CI, [K+], [K+], O=C([O-])[O-], CN(C)C=O, COc1cccc2c1CCC2NCc1nc(-c2ccccc2)c(-c2ccccc2)o1. Product: COc1cccc2c1CCC2N(C)Cc1nc(-c2ccccc2)c(-c2ccccc2)o1. As a reaction SMILES: [CH3:31][I:32].[K+:33].[K+:34].[O-:35][C:36]([O-:37])=[O:38].[O:39]=[CH:40][N:41]([CH3:42])[CH3:43].[c:1]1(-[c:7]2[n:8][c:9]([CH2:18][NH:19][CH:20]3[CH2:21][CH2:22][c:23]4[c:24]([O:29][CH3:30])[cH:25][cH:26][cH:27][c:28]43)[o:10][c:11]2-[c:12]2[cH:13][cH:14][cH:15][cH:16][cH:17]2)[cH:2][cH:3][cH:4][cH:5][cH:6]1>>[c:1]1(-[c:7]2[n:8][c:9]([CH2:18][N:19]([CH:20]3[CH2:21][CH2:22][c:23]4[c:24]([O:29][CH3:30])[cH:25][cH:26][cH:27][c:28]43)[CH3:36])[o:10][c:11]2-[c:12]2[cH:13][cH:14][cH:15][cH:16][cH:17]2)[cH:2][cH:3][cH:4][cH:5][cH:6]1. Starting materials: CCCCCn1c(=O)[nH]c(=O)c2c1ncn2Cc1ccccc1, C1COCCO1, Cl, [Na+], [OH-], O, S=P12SP3(=S)SP(=S)(S1)SP(=S)(S2)S3. RXN SMILES: [CH2:1]([c:2]1[cH:3][cH:4][cH:5][cH:6][cH:7]1)[n:8]1[cH:9][n:10][c:11]2[n:12]([CH2:19][CH2:20][CH2:21][CH2:22][CH3:23])[c:13](=[O:18])[nH:14][c:15](=[O:17])[c:16]12.[CH2:41]1[O:42][CH2:43][CH2:44][O:45][CH2:46]1.[ClH:40].[Na+:39].[OH-:38].[OH2:47].[P:24]12(=[S:25])[S:26][P:27]3(=[S:37])[S:28][P:29](=[S:35])([S:30][P:31](=[S:34])([S:32]3)[S:33]1)[S:36]2>>[CH2:1]([c:2]1[cH:3][cH:4][cH:5][cH:6][cH:7]1)[n:8]1[cH:9][n:10][c:11]2[n:12]([CH2:19][CH2:20][CH2:21][CH2:22][CH3:23])[c:13](=[O:18])[nH:14][c:15](=[S:25])[c:16]12. The product is CCCCCn1c(=O)[nH]c(=S)c2c1ncn2Cc1ccccc1. The reactants are CN1CCc2ccc(Cl)c3c4c(n(c23)CC1)CCCC4, CC(Cl)OC(=O)Cl, CC(Cl)Cl. Product: Clc1ccc2c3c1c1c(n3CCNCC2)CCCC1. As a reaction SMILES: [Cl:1][c:2]1[c:3]2[c:4]3[c:9]([n:10]4[c:11]2[c:12]([cH:13][cH:14]1)[CH2:15][CH2:16][N:17]([CH3:20])[CH2:18][CH2:19]4)[CH2:8][CH2:7][CH2:6][CH2:5]3.[Cl:21][C:22]([O:23][CH:24]([Cl:25])[CH3:26])=[O:27].[Cl:28][CH:29]([Cl:30])[CH3:31]>>[Cl:1][c:2]1[c:3]2[c:4]3[c:9]([n:10]4[c:11]2[c:12]([cH:13][cH:14]1)[CH2:15][CH2:16][NH:17][CH2:18][CH2:19]4)[CH2:8][CH2:7][CH2:6][CH2:5]3. Starting materials: ClCl (chlorine), C26H25ClN4O2S, CC=1C=C(C(=O)O)C=CC1C(=O)N1CCCC1 (3-methyl-4-(pyrrolidin-1-ylcarbonyl)benzoic acid), CN(C)C(=[N+](C)C)ON1C2=C(C=CC=C2)N=N1.[B-](F)(F)(F)F (TBTU), C(C)(C)N(CC)C(C)C (diisopropylethylamine), ClC1=CC2=C(NC(=N2)[C@H](CC2=CSC=C2)N)C=C1 ((1S)-1-(5-chloro-1H-benzimidazol-2-yl)-2-(thiophen-3-yl)ethylamine). Solvent: ClCCl.C(C)O (dichloromethane ethanol), O1CCCC1 (tetrahydrofuran). The product is ClC1=CC2=C(NC(=N2)[C@H](CC2=CSC=C2)NC(C2=CC(=C(C=C2)C(=O)N2CCCC2)C)=O)C=C1 (N-[(1S)-1-(5-chloro-1H-benzimidazol-2-yl)-2-(thiophen-3-yl)ethyl]-3-methyl-4-(pyrrolidin-1-ylcarbonyl)benzamide). RXN SMILES: [CH3:1][C:2]1[CH:3]=[C:4]([CH:8]=[CH:9][C:10]=1[C:11]([N:13]1[CH2:17][CH2:16][CH2:15][CH2:14]1)=[O:12])[C:5]([OH:7])=O.CN(C(ON1N=NC2C=CC=CC1=2)=[N+](C)C)C.[B-](F)(F)(F)F.C(N(C(C)C)CC)(C)C.[Cl:49][C:50]1[CH:66]=[CH:65][C:53]2[NH:54][C:55]([C@@H:57]([NH2:64])[CH2:58][C:59]3[CH:63]=[CH:62][S:61][CH:60]=3)=[N:56][C:52]=2[CH:51]=1.ClCl>O1CCCC1.ClCCl.C(O)C>[Cl:49][C:50]1[CH:66]=[CH:65][C:53]2[NH:54][C:55]([C@@H:57]([NH:64][C:5](=[O:7])[C:4]3[CH:8]=[CH:9][C:10]([C:11]([N:13]4[CH2:17][CH2:16][CH2:15][CH2:14]4)=[O:12])=[C:2]([CH3:1])[CH:3]=3)[CH2:58][C:59]3[CH:63]=[CH:62][S:61][CH:60]=3)=[N:56][C:52]=2[CH:51]=1 |f:1.2,7.8|. Procedure: Prepared analogously to Example 1g from 3-methyl-4-(pyrrolidin-1-ylcarbonyl)benzoic acid, TBTU, diisopropylethylamine, and N-[(1S)-1-(5-chloro-1H-benzimidazol-2-yl)-2-(thiophen-3-yl)ethylamine in tetrahydrofuran. Yield: %; Rf value: 0.38 (silica gel: dichloromethane/ethanol=9:1); C26H25ClN4O2S (493.03); mass spectrum: (M+H)+=493/495 (chlorine isotope). The reactants are FC1=C(C(=O)N=C=O)C(=CC=C1)F (2,6-Difluorobenzoyl isocyanate), ClC1=C(OC2=CC(=C(C=C2)NC(=O)N)F)C=CC(=C1)C(F)(F)F (N-(4-(2-chloro-4-(trifluoromethyl)phenoxy)-2-fluorophenyl)urea). Run in C1(=CC=CC=C1)C (toluene). Reaction conditions: temperature 20 celsius, time 48 hour. Product: ClC1=C(OC2=CC(=C(C=C2)NC(=O)NC(=O)NC(C2=C(C=CC=C2F)F)=O)F)C=CC(=C1)C(F)(F)F (N-(((((4-(2-chloro-4-(trifluoromethyl)phenoxy)-2-fluorophenyl)-amino)carbonyl)amino)carbonyl)-2,6-difluorobenzamide). Yield: 88.1%. Reaction SMILES: [F:1][C:2]1[CH:12]=[CH:11][CH:10]=[C:9]([F:13])[C:3]=1[C:4]([N:6]=[C:7]=[O:8])=[O:5].[Cl:14][C:15]1[CH:32]=[C:31]([C:33]([F:36])([F:35])[F:34])[CH:30]=[CH:29][C:16]=1[O:17][C:18]1[CH:23]=[CH:22][C:21]([NH:24][C:25]([NH2:27])=[O:26])=[C:20]([F:28])[CH:19]=1>C1(C)C=CC=CC=1>[Cl:14][C:15]1[CH:32]=[C:31]([C:33]([F:34])([F:36])[F:35])[CH:30]=[CH:29][C:16]=1[O:17][C:18]1[CH:23]=[CH:22][C:21]([NH:24][C:25]([NH:27][C:7]([NH:6][C:4](=[O:5])[C:3]2[C:2]([F:1])=[CH:12][CH:11]=[CH:10][C:9]=2[F:13])=[O:8])=[O:26])=[C:20]([F:28])[CH:19]=1. Procedure: 2,6-Difluorobenzoyl isocyanate (1.8 g) was added to a solution of N-(4-(2-chloro-4-(trifluoromethyl)phenoxy)-2-fluorophenyl)urea (3.2 g) in dry toluene (50 ml), and the resulting solution was stirred at ambient temperature (20° C.) for 48 hours. The product was then filtered from the reaction mixture, washed with a small amount of 1:2 v/v diethyl ether/light petroleum ether, and dried to yield N-(((((4-(2-chloro-4-(trifluoromethyl)phenoxy)-2-fluorophenyl)-amino)carbonyl)amino)carbonyl)-2,6-diflu...